From a dataset of the Open Reaction Database (ORD), a public repository of structured organic reaction records. describe an organic reaction: reactants, conditions, products, and yield The reactants are CC(C)(C)OC(=O)CBr, O=C([O-])[O-], CNCCN(C)C, CCOC(C)=O, CC#N, [K+], [K+]. Yields the product CN(C)CCN(C)CC(=O)OC(C)(C)C. RXN SMILES: [Br:14][CH2:15][C:16](=[O:17])[O:18][C:19]([CH3:20])([CH3:21])[CH3:22].[C:8](=[O:9])([O-:10])[O-:11].[CH3:1][N:2]([CH2:3][CH2:4][NH:5][CH3:6])[CH3:7].[CH3:23][CH2:24][O:25][C:26](=[O:27])[CH3:28].[CH3:29][C:30]#[N:31].[K+:12].[K+:13]>>[CH3:1][N:2]([CH2:3][CH2:4][N:5]([CH3:6])[CH2:15][C:16](=[O:17])[O:18][C:19]([CH3:20])([CH3:21])[CH3:22])[CH3:7]. Starting materials: CCN(Cc1ccccc1OCc1ccccc1)c1ccc(C(=O)OC)cc1, CO, [Na+], C1CCOC1, [OH-]. Product: CCN(Cc1ccccc1OCc1ccccc1)c1ccc(C(=O)O)cc1. As a reaction SMILES: [CH2:3]([c:4]1[cH:5][cH:6][cH:7][cH:8][cH:9]1)[O:10][c:11]1[c:12]([CH2:13][N:14]([CH2:15][CH3:16])[c:17]2[cH:18][cH:19][c:20]([C:21](=[O:22])[O:23][CH3:24])[cH:25][cH:26]2)[cH:27][cH:28][cH:29][cH:30]1.[CH3:31][OH:32].[Na+:2].[O:33]1[CH2:34][CH2:35][CH2:36][CH2:37]1.[OH-:1]>>[CH2:3]([c:4]1[cH:5][cH:6][cH:7][cH:8][cH:9]1)[O:10][c:11]1[c:12]([CH2:13][N:14]([CH2:15][CH3:16])[c:17]2[cH:18][cH:19][c:20]([C:21](=[O:22])[OH:23])[cH:25][cH:26]2)[cH:27][cH:28][cH:29][cH:30]1. Starting materials: Cc1ccc(C)cc1, CS(C)=O, N#Cc1ccccc1Cl, Cl[Pd]Cl, [Na+], [Na+], O=C([O-])[O-], O, OCCOCCOCCO, Cc1ccc(B(O)O)cc1. The product is Cc1ccc(-c2ccccc2C#N)cc1. RXN SMILES: [CH3:26][c:27]1[cH:28][cH:29][c:30]([CH3:31])[cH:32][cH:33]1.[CH3:45][S:46]([CH3:47])=[O:48].[Cl:1][c:2]1[c:3]([C:4]#[N:5])[cH:6][cH:7][cH:8][cH:9]1.[Cl:49][Pd:50][Cl:51].[Na+:20].[Na+:21].[O-:22][C:23](=[O:24])[O-:25].[OH2:44].[OH:34][CH2:35][CH2:36][O:37][CH2:38][CH2:39][O:40][CH2:41][CH2:42][OH:43].[c:10]1([CH3:19])[cH:11][cH:12][c:13]([B:16]([OH:17])[OH:18])[cH:14][cH:15]1>>[c:2]1(-[c:13]2[cH:12][cH:11][c:10]([CH3:19])[cH:15][cH:14]2)[c:3]([C:4]#[N:5])[cH:6][cH:7][cH:8][cH:9]1. Reaction SMILES: [CH2:1]([O:8][C:9]1[C:18]2[C:13](=[CH:14][CH:15]=[CH:16][CH:17]=2)[CH:12]=[C:11]([CH2:19]O)[CH:10]=1)[C:2]1[CH:7]=[CH:6][CH:5]=[CH:4][CH:3]=1.C(Cl)(Cl)(Cl)[Cl:22]>>[CH2:1]([O:8][C:9]1[C:18]2[C:13](=[CH:14][CH:15]=[CH:16][CH:17]=2)[CH:12]=[C:11]([CH2:19][Cl:22])[CH:10]=1)[C:2]1[CH:7]=[CH:6][CH:5]=[CH:4][CH:3]=1. Procedure: Chlorination of (4-benzyloxy-naphthalen-2-yl) [-methanol] using carbon tetrachloride analogously to Example 7(c) yielded 4-benzyloxy-2-chloromethyl-naphthalene as a colourless solid; MS: 282 (M)+. The reactants are C(C1=CC=CC=C1)OC1=CC(=CC2=CC=CC=C12)CO ((4-benzyloxy-naphthalen-2-yl) [-methanol]), C(Cl)(Cl)(Cl)Cl (carbon tetrachloride). The product is C(C1=CC=CC=C1)OC1=CC(=CC2=CC=CC=C12)CCl (4-benzyloxy-2-chloromethyl-naphthalene). Reactants: C(C)OP(=O)(OCC)C=1C=C(C=CC1)CC(=O)OCC (ethyl 2-(3-(diethoxyphosphoryl)phenyl)acetate), C(C)OP(=O)(OCC)C=1C=C(C=CC1)CC(=O)OCC (Ethyl 2-(3-(diethoxyphosphoryl)phenyl)acetate), O[Li].O (LiOH.H2O). The solvent is C(C)O (ethanol), O (H2O). Conditions: time 8 hour. The product is C(C)OP(=O)(OCC)C=1C=C(C=CC1)CC(=O)O (2-(3-(diethoxyphosphoryl)phenyl)acetic acid). As a reaction SMILES: [CH2:1]([O:3][P:4]([C:9]1[CH:10]=[C:11]([CH2:15][C:16]([O:18]CC)=[O:17])[CH:12]=[CH:13][CH:14]=1)([O:6][CH2:7][CH3:8])=[O:5])[CH3:2].O[Li].O>C(O)C.O>[CH2:7]([O:6][P:4]([C:9]1[CH:10]=[C:11]([CH2:15][C:16]([OH:18])=[O:17])[CH:12]=[CH:13][CH:14]=1)([O:3][CH2:1][CH3:2])=[O:5])[CH3:8] |f:1.2|. Reported procedure: A mixture of ethyl 2-(3-(diethoxyphosphoryl)phenyl)acetate, 35i-c, (26 g, 86.7 mmol) and LiOH.H2O (5.5 g, 130 mmol) in ethanol (40 mL) and H2O (40 mL) was stirred overnight. The resulting mixture was concentrated and washed by ethyl acetate. The aqueous layers were adjusted to about pH 1-2 with HCl. The mixture was extracted by ethyl acetate. The combined organic layers were washed by brine, dried over Na2SO4 and concentrated to afford the title compound, 35i-d, as brown oil (19 g, 81%). 1H NMR ... Reactants: CC(C)(C)OC(=O)N1CCC(Oc2cc(F)ccc2C(=O)O)CC1, ClCCl, O=C(Cl)C(=O)Cl, Nc1ccccc1C(=O)Nc1ccc(Cl)cn1, CN(C)C=O, c1ccncc1. Yields the product CC(C)(C)OC(=O)N1CCC(Oc2cc(F)ccc2C(=O)Nc2ccccc2C(=O)Nc2ccc(Cl)cn2)CC1. As a reaction SMILES: [C:1]([CH3:2])([CH3:3])([CH3:4])[O:5][C:6](=[O:7])[N:8]1[CH2:9][CH2:10][CH:11]([O:14][c:15]2[c:16]([C:17](=[O:18])[OH:19])[cH:20][cH:21][c:22]([F:24])[cH:23]2)[CH2:12][CH2:13]1.[CH2:54]([Cl:55])[Cl:56].[Cl:31][C:32]([C:33]([Cl:34])=[O:35])=[O:36].[Cl:37][c:38]1[cH:39][cH:40][c:41]([NH:44][C:45]([c:46]2[c:47]([NH2:52])[cH:48][cH:49][cH:50][cH:51]2)=[O:53])[n:42][cH:43]1.[O:57]=[CH:58][N:59]([CH3:60])[CH3:61].[cH:25]1[cH:26][cH:27][n:28][cH:29][cH:30]1>>[C:1]([CH3:2])([CH3:3])([CH3:4])[O:5][C:6](=[O:7])[N:8]1[CH2:9][CH2:10][CH:11]([O:14][c:15]2[c:16]([C:17](=[O:19])[NH:52][c:47]3[c:46]([C:45]([NH:44][c:41]4[cH:40][cH:39][c:38]([Cl:37])[cH:43][n:42]4)=[O:53])[cH:51][cH:50][cH:49][cH:48]3)[cH:20][cH:21][c:22]([F:24])[cH:23]2)[CH2:12][CH2:13]1. The reactants are BrC1=C(C=CC(=C1)C(F)(F)F)CC(=O)O (2-bromo-4-trifluoromethylphenylacetic acid), OS(=O)(=O)O (H2SO4), CO (MeOH). Product: BrC1=C(C=CC(=C1)C(F)(F)F)CC(=O)OC (Methyl 2-(2-bromo-4-(trifluoromethyl)phenyl)acetate), liquid. The yield is 98.0%. RXN SMILES: [Br:1][C:2]1[CH:7]=[C:6]([C:8]([F:11])([F:10])[F:9])[CH:5]=[CH:4][C:3]=1[CH2:12][C:13]([OH:15])=[O:14].OS(O)(=O)=O.[CH3:21]O>>[Br:1][C:2]1[CH:7]=[C:6]([C:8]([F:11])([F:10])[F:9])[CH:5]=[CH:4][C:3]=1[CH2:12][C:13]([O:15][CH3:21])=[O:14]. Procedure: A solution of 2-bromo-4-trifluoromethylphenylacetic acid (2.00 g, 7.07 mmol) and concentrated aqueous H2SO4 (1 mL) in MeOH (30 mL) was heated at reflux for 16 hours. The volatiles were removed under reduced pressure then the residue taken up in EtOAc. The resulting solution was washed with 10% NaHCO3, dried (MgSO4) and evaporated under reduced pressure to give the title compound A57 as a clear liquid (2.07 g, 98%); 1H NMR (400 MHz, CDCl3) δ 7.83 (d, J=1.1 Hz, 1H), 7.53 (dd, J=8.0, 1.1 Hz, 1H), 7... The reactants are OC=1C=C2C(C(NC2=CC1)=O)=C(C)C (5-Hydroxy-3-isopropylideneindolinone), C(C)O (ethanol), [H][H] (hydrogen). Isolated yield 81.0%. RXN SMILES: [OH:1][C:2]1[CH:3]=[C:4]2[C:8](=[CH:9][CH:10]=1)[NH:7][C:6](=[O:11])[C:5]2=[C:12]([CH3:14])[CH3:13].C(O)C.[H][H]>[Pd].O1CCCC1>[OH:1][C:2]1[CH:3]=[C:4]2[C:8](=[CH:9][CH:10]=1)[NH:7][C:6](=[O:11])[CH:5]2[CH:12]([CH3:14])[CH3:13]. Solvent: O1CCCC1 (tetrahydrofuran). Yields the product OC=1C=C2C(C(NC2=CC1)=O)C(C)C (5-Hydroxy-3-isopropylindolinone). The reagents and catalysts are [Pd] (palladium-charcoal). Procedure details: 23 g. 5-Hydroxy-3-isopropylideneindolinone are dissolved in 100 ml. ethanol and 150 ml. tetrahydrofuran and hydrogenated in the presence of 1 g. 10% palladium-charcoal at ambient temperature and 1 bar hydrogen pressure. After filtering off the catalyst with suction, the filtrate is distilled off in a vacuum and the residue is triturated with diethyl ether and filtered off with suction. There are obtained 19 g. of the title compound; yield 81% of theory; m.p. 175° C.